This data is from the Open Reaction Database (ORD), a public repository of structured organic reaction records. The task is: describe an organic reaction: reactants, conditions, products, and yield The reactants are O=C1CCC(=O)N1Br, O=C(OOC(=O)c1ccccc1)c1ccccc1, ClC(Cl)(Cl)Cl, Cc1c([N+](=O)[O-])cccc1C(F)(F)F. The product is O=[N+]([O-])c1cccc(C(F)(F)F)c1CBr. As a reaction SMILES: [Br:15][N:16]1[C:17](=[O:18])[CH2:19][CH2:20][C:21]1=[O:22].[C:23]([O:24][O:25][C:26](=[O:27])[c:28]1[cH:29][cH:30][cH:31][cH:32][cH:33]1)(=[O:34])[c:35]1[cH:36][cH:37][cH:38][cH:39][cH:40]1.[C:41]([Cl:42])([Cl:43])([Cl:44])[Cl:45].[F:1][C:2]([c:3]1[c:4]([CH3:12])[c:5]([N+:9](=[O:10])[O-:11])[cH:6][cH:7][cH:8]1)([F:13])[F:14]>>[F:1][C:2]([c:3]1[c:4]([CH2:12][Br:15])[c:5]([N+:9](=[O:10])[O-:11])[cH:6][cH:7][cH:8]1)([F:13])[F:14]. The reactants are COC=1C=CC2=C(SC(=C2C(=O)C2=CC=C(C=C2)OCCOCC)C2=CC=C(C=C2)OC)C1 ([6-Methoxy-2-(4-methoxyphenyl)benzo[b]thiophen-3-yl][4-(ethoxyethoxy)phenyl]methanone), C(C)S (ethanethiol), [Cl-].[Al+3].[Cl-].[Cl-] (aluminum chloride). The product is OC=1C=CC2=C(SC(=C2C(=O)C2=CC=C(C=C2)OCCOCC)C2=CC=C(C=C2)O)C1 ([6-Hydroxy-2-(4-Hydroxyphenyl)benzo[b]thiophen-3-yl][4-(Ethoxyethoxy)phenyl]methanone). Isolated yield 726.8%. Reaction SMILES: C[O:2][C:3]1[CH:4]=[CH:5][C:6]2[C:10]([C:11]([C:13]3[CH:18]=[CH:17][C:16]([O:19][CH2:20][CH2:21][O:22][CH2:23][CH3:24])=[CH:15][CH:14]=3)=[O:12])=[C:9]([C:25]3[CH:30]=[CH:29][C:28]([O:31]C)=[CH:27][CH:26]=3)[S:8][C:7]=2[CH:33]=1.C(S)C.[Cl-].[Al+3].[Cl-].[Cl-]>>[OH:2][C:3]1[CH:4]=[CH:5][C:6]2[C:10]([C:11]([C:13]3[CH:14]=[CH:15][C:16]([O:19][CH2:20][CH2:21][O:22][CH2:23][CH3:24])=[CH:17][CH:18]=3)=[O:12])=[C:9]([C:25]3[CH:26]=[CH:27][C:28]([OH:31])=[CH:29][CH:30]=3)[S:8][C:7]=2[CH:33]=1 |f:2.3.4.5|. Procedure: [6-Methoxy-2-(4-methoxyphenyl)benzo[b]thiophen-3-yl][4-(ethoxyethoxy)phenyl]methanone (0.35 g, 0.76 mmol) was converted to 2.4 g of the title compound by the procedure of Example 3 using 0.28 mL (3.79 mmol) of ethanethiol and 0.61 g (4.6 mmol) of aluminum chloride.